Dataset: the Open Reaction Database (ORD), a public repository of structured organic reaction records. Task: describe an organic reaction: reactants, conditions, products, and yield Conditions: time 1 hour. Yields the product FC(C[O-])(F)F.C(C)[Al+]CC (Diethyl Aluminum 2,2,2-Trifluoroethoxide). Procedure: Under a nitrogen atmosphere, 81.36 g (0.71 mole) of triethylaluminum was placed in a flask immersed in a chilled oil bath (-20° C.). In an addition funnel there was placed 77 g (0.77 mole) of 2,2,2-trifluoroethanol. Temperature of the reaction mixture was permitted to rise to 10° C., at which point addition of the trifluoroethanol commenced. The temperature was slowly raised by increasing the speed of addition and at the end of the addition of the alcohol was 40° C. The total time consumed was o... Starting materials: C(C)[Al](CC)CC (triethylaluminum), alcohol, FC(CO)(F)F (2,2,2-trifluoroethanol), C(C(F)(F)F)O (trifluoroethanol). Reaction SMILES: [CH2:1]([Al:3](CC)[CH2:4][CH3:5])[CH3:2].[F:8][C:9]([F:13])([F:12])[CH2:10][OH:11]>>[F:8][C:9]([F:13])([F:12])[CH2:10][O-:11].[CH2:1]([Al+:3][CH2:4][CH3:5])[CH3:2] |f:2.3|.